From a dataset of the Open Reaction Database (ORD), a public repository of structured organic reaction records. describe an organic reaction: reactants, conditions, products, and yield Reactants: O=c1[nH]c2cc(Br)ccc2o1, O=C([O-])[O-], COCCCOS(C)(=O)=O, CC#N, [K+], [K+], O. Yields the product COCCCn1c(=O)oc2ccc(Br)cc21. As a reaction SMILES: [Br:1][c:2]1[cH:3][cH:4][c:5]2[c:6]([nH:7][c:8](=[O:10])[o:9]2)[cH:11]1.[C:22](=[O:23])([O-:24])[O-:25].[CH3:12][S:13]([O:14][CH2:17][CH2:18][CH2:19][O:20][CH3:21])(=[O:15])=[O:16].[CH3:29][C:30]#[N:31].[K+:26].[K+:27].[OH2:28]>>[Br:1][c:2]1[cH:3][cH:4][c:5]2[c:6]([n:7]([CH2:17][CH2:18][CH2:19][O:20][CH3:21])[c:8](=[O:10])[o:9]2)[cH:11]1. Starting materials: C=CCn1c(-c2ccc(Cl)cc2)nn(C(CC)C(=O)[O-])c1=O, CO, [K+], [OH-]. Product: C=CCn1c(-c2ccc(Cl)cc2)nn(CC(=O)O)c1=O. RXN SMILES: [CH2:1]([CH3:2])[CH:3]([C:4](=[O:5])[O-:6])[n:7]1[n:8][c:9](-[c:16]2[cH:17][cH:18][c:19]([Cl:22])[cH:20][cH:21]2)[n:10]([CH2:13][CH:14]=[CH2:15])[c:11]1=[O:12].[CH3:25][OH:26].[K+:24].[OH-:23]>>[CH2:3]([C:4](=[O:5])[OH:6])[n:7]1[n:8][c:9](-[c:16]2[cH:17][cH:18][c:19]([Cl:22])[cH:20][cH:21]2)[n:10]([CH2:13][CH:14]=[CH2:15])[c:11]1=[O:12]. Procedure details: A mixture of 10-chloro-2-iodo-5,6-dihydroimidazo[1,2-d]pyrido[4,3-f][1,4]oxazepine (2056 mg, 5.916 mmol), bis(triphenylphosphine)palladium(II) chloride (2.10E2 mg, 0.300 mmol) and hexamethyldisilazane (7.488 mL, 35.50 mmol) in 60 ml of N,N-Dimethylformamide was subjected to carbonylation at 1 atm with CO from balloon. The reaction mixture was heated at 70° C. for 1 h. The mixture was concentrated in vacuum, the residue partitioned between ethyl acetate and 1 M aqueous sodium carbonate. The organ... Reagents/catalysts: Cl[Pd]([P](C1=CC=CC=C1)(C2=CC=CC=C2)C3=CC=CC=C3)([P](C4=CC=CC=C4)(C5=CC=CC=C5)C6=CC=CC=C6)Cl (bis(triphenylphosphine)palladium(II) chloride). As a reaction SMILES: [Cl:1][C:2]1[N:12]=[CH:11][C:10]2[O:9][CH2:8][CH2:7][N:6]3[CH:13]=[C:14](I)[N:15]=[C:5]3[C:4]=2[CH:3]=1.C[Si](C)(C)N[Si](C)(C)C.C[N:27](C)[CH:28]=[O:29]>Cl[Pd](Cl)([P](C1C=CC=CC=1)(C1C=CC=CC=1)C1C=CC=CC=1)[P](C1C=CC=CC=1)(C1C=CC=CC=1)C1C=CC=CC=1>[Cl:1][C:2]1[N:12]=[CH:11][C:10]2[O:9][CH2:8][CH2:7][N:6]3[CH:13]=[C:14]([C:28]([NH2:27])=[O:29])[N:15]=[C:5]3[C:4]=2[CH:3]=1 |^1:33,52|. Yields the product ClC1=CC=2C=3N(CCOC2C=N1)C=C(N3)C(=O)N (10-Chloro-5,6-dihydroimidazo[1,2-d]pyrido[4,3-f][1,4]oxazepine-2-carboxamide). Reaction conditions: temperature 70 celsius. Reactants: ClC1=CC=2C=3N(CCOC2C=N1)C=C(N3)I (10-chloro-2-iodo-5,6-dihydroimidazo[1,2-d]pyrido[4,3-f][1,4]oxazepine), C[Si](N[Si](C)(C)C)(C)C (hexamethyldisilazane), CN(C=O)C (N,N-Dimethylformamide).